From a dataset of the Open Reaction Database (ORD), a public repository of structured organic reaction records. describe an organic reaction: reactants, conditions, products, and yield The reactants are CCc1cn(C2CC(O)C(CO)O2)c(=O)nc1NC(=O)c1ccccc1, BrC(Br)(Br)Br, CN(C)C=O, CO, [N-]=[N+]=[N-], [Na+], c1ccc(P(c2ccccc2)c2ccccc2)cc1. Reaction SMILES: [C:1]([c:2]1[cH:3][cH:4][cH:5][cH:6][cH:7]1)(=[O:8])[NH:9][c:10]1[n:11][c:12](=[O:26])[n:13]([CH:14]2[CH2:15][CH:16]([OH:17])[CH:18]([CH2:19][OH:20])[O:21]2)[cH:22][c:23]1[CH2:24][CH3:25].[C:50]([Br:51])([Br:52])([Br:53])[Br:54].[CH3:55][N:56]([CH3:57])[CH:58]=[O:59].[CH3:60][OH:61].[N-:47]=[N+:48]=[N-:49].[Na+:46].[c:27]1([P:28]([c:29]2[cH:30][cH:31][cH:32][cH:33][cH:34]2)[c:35]2[cH:36][cH:37][cH:38][cH:39][cH:40]2)[cH:41][cH:42][cH:43][cH:44][cH:45]1>>[C:1]([c:2]1[cH:3][cH:4][cH:5][cH:6][cH:7]1)(=[O:8])[NH:9][c:10]1[n:11][c:12](=[O:26])[n:13]([CH:14]2[CH2:15][CH:16]([OH:17])[CH:18]([CH2:19][N:47]=[N+:48]=[N-:49])[O:21]2)[cH:22][c:23]1[CH2:24][CH3:25]. Product: CCc1cn(C2CC(O)C(CN=[N+]=[N-])O2)c(=O)nc1NC(=O)c1ccccc1.